From a dataset of the Open Reaction Database (ORD), a public repository of structured organic reaction records. describe an organic reaction: reactants, conditions, products, and yield The reactants are O1N=C(C2=C1C=CC=C2)NC(=O)N2CCN(CC2)C2=NC(=NS2)N2CCC(CC2)C(=O)NCCNC(OC(C)(C)C)=O (tert-butyl [2-({[1-(5-{4-[(1,2-benzisoxazol-3-ylamino)carbonyl]piperazin-1-yl}-1,2,4-thiadiazol-3-yl)piperidin-4-yl]carbonyl}amino)ethyl]carbamate), Cl (hydrogen chloride). The solvent is CO (methanol), O1CCCC1 (tetrahydrofuran). The product is Cl.Cl.NCCNC(=O)C1CCN(CC1)C1=NSC(=N1)N1CCN(CC1)C(=O)NC1=NOC2=C1C=CC=C2 (4-[3-(4-{[(2-Aminoethyl)amino]carbonyl}piperidin-1-yl)-1,2,4-thiadiazol-5-yl]-N-1,2-benzisoxazol-3-ylpiperazine-1-carboxamide dihydrochloride). Yield: 91.0%. As a reaction SMILES: [O:1]1[C:5]2[CH:6]=[CH:7][CH:8]=[CH:9][C:4]=2[C:3]([NH:10][C:11]([N:13]2[CH2:18][CH2:17][N:16]([C:19]3[S:23][N:22]=[C:21]([N:24]4[CH2:29][CH2:28][CH:27]([C:30]([NH:32][CH2:33][CH2:34][NH:35]C(=O)OC(C)(C)C)=[O:31])[CH2:26][CH2:25]4)[N:20]=3)[CH2:15][CH2:14]2)=[O:12])=[N:2]1.[ClH:43]>CO.O1CCCC1>[ClH:43].[ClH:43].[NH2:35][CH2:34][CH2:33][NH:32][C:30]([CH:27]1[CH2:26][CH2:25][N:24]([C:21]2[N:20]=[C:19]([N:16]3[CH2:17][CH2:18][N:13]([C:11]([NH:10][C:3]4[C:4]5[CH:9]=[CH:8][CH:7]=[CH:6][C:5]=5[O:1][N:2]=4)=[O:12])[CH2:14][CH2:15]3)[S:23][N:22]=2)[CH2:29][CH2:28]1)=[O:31] |f:4.5.6|. Procedure: A solution of tert-butyl [2-({[1-(5-{4-[(1,2-benzisoxazol-3-ylamino)carbonyl]piperazin-1-yl}-1,2,4-thiadiazol-3-yl)piperidin-4-yl]carbonyl}amino)ethyl]carbamate (70.0 mg, 0.117 mmol) and a solution of 2 N hydrogen chloride in methanol (10 ml) in tetrahydrofuran (10 ml) was stirred at room temperature for 12 hours. The solvent was distilled off under reduced pressure, and the residue was recrystallized from a mixed solvent of methanol and diethyl ether to give 61.0 mg (91.0%) of the desired produ...